Dataset: the Open Reaction Database (ORD), a public repository of structured organic reaction records. Task: describe an organic reaction: reactants, conditions, products, and yield Starting materials: C(C)OC(C(=CN(C)C)C(C1=CC=C(C=C1)Cl)=O)=O (ethyl-2-(4'-chlorobenzoyl)-3-dimethylaminopropenoate), C(C)OC(C(=CN(C)C)C(C1=CC=CC=C1)=O)=O (ethyl-2-benzoyl-3-dimethylaminopropenoate). Product: C(C)OC(=O)C=1C=NOC1C1=CC=C(C=C1)Cl (ethyl-5-(4'-chlorophenyl)-4-isoxazolecarboxylate). The yield is 49.0%. Reaction SMILES: [CH2:1]([O:3][C:4](=[O:19])[C:5]([C:10](=[O:18])[C:11]1[CH:16]=[CH:15][C:14]([Cl:17])=[CH:13][CH:12]=1)=[CH:6][N:7](C)C)[CH3:2].C(OC(=O)C(C(=O)C1C=CC=CC=1)=CN(C)C)C>>[CH2:1]([O:3][C:4]([C:5]1[CH:6]=[N:7][O:18][C:10]=1[C:11]1[CH:16]=[CH:15][C:14]([Cl:17])=[CH:13][CH:12]=1)=[O:19])[CH3:2]. Procedure: The procedure of Example 15 was employed utilizing ethyl-2-(4'-chlorobenzoyl)-3-dimethylaminopropenoate in lieu of ethyl-2-benzoyl-3-dimethylaminopropenoate to yield ethyl-5-(4'-chlorophenyl)-4-isoxazolecarboxylate (3.7 g.; 49% yield) having a melting point of 58°-60° C. and the following analysis: Reactants: ice water, COC1=C(C=CC=C1)C1=NOC2=C1SC=C2 (3-(2-methoxyphenyl)thieno[2,3-d]isoxazole), B(Br)(Br)Br (boron tribromide). Run in ClCCl (dichloromethane), ClCCl (dichloromethane). Run at time 1 hour. Yields the product OC1=C(C=CC=C1)C1=NOC2=C1SC=C2 (3-(2-Hydroxyphenyl)thieno[2,3-d]isoxazole). The yield is 69.4%. RXN SMILES: C[O:2][C:3]1[CH:8]=[CH:7][CH:6]=[CH:5][C:4]=1[C:9]1[C:13]2[S:14][CH:15]=[CH:16][C:12]=2[O:11][N:10]=1.B(Br)(Br)Br>ClCCl>[OH:2][C:3]1[CH:8]=[CH:7][CH:6]=[CH:5][C:4]=1[C:9]1[C:13]2[S:14][CH:15]=[CH:16][C:12]=2[O:11][N:10]=1. Procedure details: To a solution of 23 g of 3-(2-methoxyphenyl)thieno[2,3-d]isoxazole in 450 ml of dichloromethane was added a boron tribromide solution in dichloromethane (150 ml, 1 M solution) over one hour. The reaction mixture was stirred for an additional one hour at room temperature and then poured over 600 ml of ice water. A precipitate was filtered off and washed with 50% ether/ethyl acetate. The aqueous phase was also extracted with 50% ether/ethyl acetate and the combined solvent solution was washed with... Reactants: Cl.C1(CC1)COC1=C(C=C(C=C1)F)C1=C2C(=NC=C1)C(=C(N2)C)C(=O)NC2CCNCC2 (7-[2-(cyclopropylmethoxy)-5-fluorophenyl]-2-methyl-N-(piperidin-4-yl)-1H-pyrrolo[3,2-b]pyridine-3-carboxamide hydrochloride), C(CC)(=O)Cl (propionyl chloride). Product: C1(CC1)COC1=C(C=C(C=C1)F)C1=C2C(=NC=C1)C(=C(N2)C)C(=O)NC2CCN(CC2)C(CC)=O (7-[2-(Cyclopropylmethoxy)-5-fluorophenyl]-2-methyl-N-(1-propanoylpiperidin-4-yl)-1H-pyrrolo[3,2-b]pyridine-3-carboxamide). As a reaction SMILES: Cl.[CH:2]1([CH2:5][O:6][C:7]2[CH:12]=[CH:11][C:10]([F:13])=[CH:9][C:8]=2[C:14]2[CH:19]=[CH:18][N:17]=[C:16]3[C:20]([C:24]([NH:26][CH:27]4[CH2:32][CH2:31][NH:30][CH2:29][CH2:28]4)=[O:25])=[C:21]([CH3:23])[NH:22][C:15]=23)[CH2:4][CH2:3]1.[C:33](Cl)(=[O:36])[CH2:34][CH3:35]>>[CH:2]1([CH2:5][O:6][C:7]2[CH:12]=[CH:11][C:10]([F:13])=[CH:9][C:8]=2[C:14]2[CH:19]=[CH:18][N:17]=[C:16]3[C:20]([C:24]([NH:26][CH:27]4[CH2:28][CH2:29][N:30]([C:33](=[O:36])[CH2:34][CH3:35])[CH2:31][CH2:32]4)=[O:25])=[C:21]([CH3:23])[NH:22][C:15]=23)[CH2:4][CH2:3]1 |f:0.1|. Procedure: Starting from 7-[2-(cyclopropylmethoxy)-5-fluorophenyl]-2-methyl-N-(piperidin-4-yl)-1H-pyrrolo[3,2-b]pyridine-3-carboxamide hydrochloride (example D.f7) and commercially propionyl chloride the title compound is obtained as colorless solid. Starting materials: C#Cc1cccc(Br)c1, CCOC(C)=O, FC(F)Oc1ccc(I)cc1, CN(C)C=O, O. The product is FC(F)Oc1ccc(C#Cc2cccc(Br)c2)cc1. Reaction SMILES: [Br:1][c:2]1[cH:3][c:4]([C:8]#[CH:9])[cH:5][cH:6][cH:7]1.[CH3:27][CH2:28][O:29][C:30]([CH3:31])=[O:32].[I:15][c:16]1[cH:17][cH:18][c:19]([O:22][CH:23]([F:24])[F:25])[cH:20][cH:21]1.[O:10]=[CH:11][N:12]([CH3:13])[CH3:14].[OH2:26]>>[Br:1][c:2]1[cH:3][c:4]([C:8]#[C:9][c:16]2[cH:17][cH:18][c:19]([O:22][CH:23]([F:24])[F:25])[cH:20][cH:21]2)[cH:5][cH:6][cH:7]1. Reactants: F[B-](F)(F)F, Cn1c(C(F)(F)F)cc(=O)n(-c2cc([N+]#N)c(Cl)cc2F)c1=O, O=[N+]([O-])O, O, O, O, O. Yields the product Cn1c(C(F)(F)F)cc(=O)n(-c2cc(O)c(Cl)cc2F)c1=O. Reaction SMILES: [B-:1]([F:2])([F:3])([F:4])[F:5].[Cl:6][c:7]1[c:8]([N+:27]#[N:28])[cH:9][c:10](-[n:14]2[c:15](=[O:26])[n:16]([CH3:25])[c:17]([C:21]([F:22])([F:23])[F:24])[cH:18][c:19]2=[O:20])[c:11]([F:13])[cH:12]1.[N+:32](=[O:33])([O-:34])[OH:35].[OH2:29].[OH2:30].[OH2:31].[OH2:36]>>[Cl:6][c:7]1[c:8]([OH:33])[cH:9][c:10](-[n:14]2[c:15](=[O:26])[n:16]([CH3:25])[c:17]([C:21]([F:22])([F:23])[F:24])[cH:18][c:19]2=[O:20])[c:11]([F:13])[cH:12]1. Starting materials: resultant mixture, S1C(CC2=C1C=CC=C2)=O (benzthiophene-2-one), C1(=CC=CC=C1)NC([O-])=O (phenylcarbamate), [H-].[Na+] (sodium hydride). The solvent is CN(P(N(C)C)(N(C)C)=O)C (hexamethylphosphorictriamide). Product: OC1=C(C2=C(S1)C=CC=C2)C(=O)N (2-hydroxybenzo(b)thiophene-3-carboxamide). As a reaction SMILES: [S:1]1[C:5]2[CH:6]=[CH:7][CH:8]=[CH:9][C:4]=2[CH2:3][C:2]1=[O:10].C1([NH:17][C:18](=O)[O-:19])C=CC=CC=1.[H-].[Na+]>CN(C)P(=O)(N(C)C)N(C)C>[OH:10][C:2]1[S:1][C:5]2[CH:6]=[CH:7][CH:8]=[CH:9][C:4]=2[C:3]=1[C:18]([NH2:17])=[O:19] |f:2.3|. Procedure details: To a stirred mixture of benzthiophene-2-one (1.50 g, 0.01 m), phenylcarbamate (1.4 g, 0.01 m), and hexamethylphosphorictriamide (2.2 ml) at 5° C. is added sodium hydride (0.24 g, from 0.4 g 60% mineral oil dispersion), and the resultant mixture stirred at ambient temperatures for 5 hours. The volatiles are removed under high vacuum, and the residue triturated well with hexane and then with water to yield 2-hydroxybenzo(b)thiophene-3-carboxamide.